This data is from the Open Reaction Database (ORD), a public repository of structured organic reaction records. The task is: describe an organic reaction: reactants, conditions, products, and yield Starting materials: O=C([O-])O, C1COCCO1, CCOC(=O)c1cc2ccccc2n(C)c1=O, [Li+], [Na+], [OH-], O, O. Product: Cn1c(=O)c(C(=O)O)cc2ccccc21. Reaction SMILES: [C:22](=[O:23])([O-:24])[OH:25].[CH2:27]1[O:28][CH2:29][CH2:30][O:31][CH2:32]1.[CH3:1][n:2]1[c:3](=[O:17])[c:4]([C:12](=[O:13])[O:14][CH2:15][CH3:16])[cH:5][c:6]2[cH:7][cH:8][cH:9][cH:10][c:11]12.[Li+:20].[Na+:26].[OH-:19].[OH2:18].[OH2:21]>>[CH3:1][n:2]1[c:3](=[O:17])[c:4]([C:12](=[O:13])[OH:14])[cH:5][c:6]2[cH:7][cH:8][cH:9][cH:10][c:11]12.